This data is from the Open Reaction Database (ORD), a public repository of structured organic reaction records. The task is: describe an organic reaction: reactants, conditions, products, and yield The reactants are C(C)(C)S(=O)(=O)C1=C(C=C(C=C1)[N+](=O)[O-])[C@@H]1N(CC[C@@H]1C(=O)OC)C(=O)OC(C)(C)C (cis-1-tert-Butyl 3-methyl 2-(2-(isopropylsulfonyl)-5-nitrophenyl)pyrrolidine-1,3-dicarboxylate). The reagents and catalysts are [Pd] (palladium on carbon). The solvent is CO (methanol), C1CCOC1 (THF). Conditions: time 4 hour. Product: NC=1C=CC(=C(C1)[C@@H]1N(CC[C@@H]1C(=O)OC)C(=O)OC(C)(C)C)S(=O)(=O)C(C)C (cis-1-tert-Butyl 3-methyl 2-(5-amino-2-(isopropylsulfonyl)phenyl)pyrrolidine-1,3-dicarboxylate). Isolated yield 103.3%. RXN SMILES: [CH:1]([S:4]([C:7]1[CH:12]=[CH:11][C:10]([N+:13]([O-])=O)=[CH:9][C:8]=1[C@H:16]1[C@@H:20]([C:21]([O:23][CH3:24])=[O:22])[CH2:19][CH2:18][N:17]1[C:25]([O:27][C:28]([CH3:31])([CH3:30])[CH3:29])=[O:26])(=[O:6])=[O:5])([CH3:3])[CH3:2]>[Pd].CO.C1COCC1>[NH2:13][C:10]1[CH:11]=[CH:12][C:7]([S:4]([CH:1]([CH3:3])[CH3:2])(=[O:6])=[O:5])=[C:8]([C@H:16]2[C@@H:20]([C:21]([O:23][CH3:24])=[O:22])[CH2:19][CH2:18][N:17]2[C:25]([O:27][C:28]([CH3:29])([CH3:30])[CH3:31])=[O:26])[CH:9]=1. Procedure: To 10% palladium on carbon (1.3 g) was added 50F (5.7 g) in methanol (150 mL) and THF (50 mL) under a stream of nitrogen. The vessel was flushed and degassed with nitrogen gas (3×) and a balloon containing hydrogen gas was introduced. The reaction was stirred at rt for 4.0 h. The catalyst was filtered through Celite® and washed with methanol several times. The filtrate and the combined washings were evaporated and dried to give 5.5 g of 50G. 1H NMR (400 MHz, DMSO-d6, 100° C.) δ ppm 1.10 (d, J=6.... Starting materials: BrC1=CC=CC(=N1)C(=O)O (6-bromopicolinic acid), S(=O)(Cl)Cl (thionyl chloride), C(C)O (ethanol). Run at temperature 25 celsius, time 3 hour. The product is BrC1=CC=CC(=N1)C(=O)OCC (ethyl 6-bromopicolinate). Reaction SMILES: [Br:1][C:2]1[N:7]=[C:6]([C:8]([OH:10])=[O:9])[CH:5]=[CH:4][CH:3]=1.S(Cl)(Cl)=O.[CH2:15](O)[CH3:16]>>[Br:1][C:2]1[N:7]=[C:6]([C:8]([O:10][CH2:15][CH3:16])=[O:9])[CH:5]=[CH:4][CH:3]=1. Procedure: To a stirring solution of 6-bromopicolinic acid (14.25 g, 70.3 mmol) in anhydrous ethanol (250 ml) was slowly added thionyl chloride (60 ml) at 5° C. After the addition was completed, the ice-bath was removed and the mixture was stirred at 25° C. for 3 hr. The solvent was evaporated under vacuum, the aqueous residue basified with saturated sodium carbonate, and extracted with DCM. The organic phase was dried over Na2SO4 and concentrated to give ethyl 6-bromopicolinate as a white solid (15.75 g).